From a dataset of the Open Reaction Database (ORD), a public repository of structured organic reaction records. describe an organic reaction: reactants, conditions, products, and yield Reactants: C1CCOC1, COC(=O)c1ccc2c(c1)OCCc1cc(-c3n[nH]c(=O)n3-c3ccccc3Cl)sc1-2, [Li+], [OH-], O. The product is O=C(O)c1ccc2c(c1)OCCc1cc(-c3n[nH]c(=O)n3-c3ccccc3Cl)sc1-2. RXN SMILES: [CH2:35]1[O:36][CH2:37][CH2:38][CH2:39]1.[Cl:1][c:2]1[c:3](-[n:8]2[c:9](-[c:14]3[cH:15][c:16]4[c:17]([s:31]3)-[c:18]3[c:19]([cH:23][c:24]([C:27](=[O:28])[O:29][CH3:30])[cH:25][cH:26]3)[O:20][CH2:21][CH2:22]4)[n:10][nH:11][c:12]2=[O:13])[cH:4][cH:5][cH:6][cH:7]1.[Li+:34].[OH-:33].[OH2:32]>>[Cl:1][c:2]1[c:3](-[n:8]2[c:9](-[c:14]3[cH:15][c:16]4[c:17]([s:31]3)-[c:18]3[c:19]([cH:23][c:24]([C:27](=[O:28])[OH:29])[cH:25][cH:26]3)[O:20][CH2:21][CH2:22]4)[n:10][nH:11][c:12]2=[O:13])[cH:4][cH:5][cH:6][cH:7]1. The reactants are P(=O)(Cl)(Cl)Cl (Phosphorous oxychloride), C(C)(=O)NC1=NC2=NC=CC(=C2C=C1)O (2-acetamido-5-hydroxy-1,8-naphthyridine), CN(C1=CC=CC=C1)C (N,N-dimethylaniline). Solvent: C1(=CC=CC=C1)C (toluene). The product is C(C)(=O)NC1=NC2=NC=CC(=C2C=C1)Cl (2-acetamido-5-chloro-1,8-naphthyridine). Yield: 18.0%. RXN SMILES: P(Cl)(Cl)([Cl:3])=O.[C:6]([NH:9][C:10]1[CH:19]=[CH:18][C:17]2[C:12](=[N:13][CH:14]=[CH:15][C:16]=2O)[N:11]=1)(=[O:8])[CH3:7].CN(C)C1C=CC=CC=1>C1(C)C=CC=CC=1>[C:6]([NH:9][C:10]1[CH:19]=[CH:18][C:17]2[C:12](=[N:13][CH:14]=[CH:15][C:16]=2[Cl:3])[N:11]=1)(=[O:8])[CH3:7]. Reported procedure: Phosphorous oxychloride (6.0 ml) was added to a stirred mixture of 2-acetamido-5-hydroxy-1,8-naphthyridine (2.4 g, 11.8 mmol) and N,N-dimethylaniline (6.0 ml) in toluene (100 ml). The mixture was then heated at reflux for 1 hour. The mixture was allowed to cool, the tolulene was removed by evaporation and the residue was partitioned between methylene chloride and aqueous sodium hydrogen carbonate solution. The organic layer was separated, dried (MgSO4) and the solvent was removed by evaporation ... Reactants: COc1ncccc1B(O)O, Cc1ccccc1, CCOC(C)=O, O=C1c2c(c(OS(=O)(=O)C(F)(F)F)c3cccnc3c2OC(c2ccccc2)c2ccccc2)CN1Cc1ccc(F)cc1, [K+], [K+], O=C([O-])[O-]. Product: COc1ncccc1-c1c2c(c(OC(c3ccccc3)c3ccccc3)c3ncccc13)C(=O)N(Cc1ccc(F)cc1)C2. As a reaction SMILES: [CH3:51][O:52][c:53]1[n:54][cH:55][cH:56][cH:57][c:58]1[B:59]([OH:60])[OH:61].[CH3:62][c:63]1[cH:64][cH:65][cH:66][cH:67][cH:68]1.[CH3:69][CH2:70][O:71][C:72]([CH3:73])=[O:74].[CH:1]([c:2]1[cH:3][cH:4][cH:5][cH:6][cH:7]1)([c:8]1[cH:9][cH:10][cH:11][cH:12][cH:13]1)[O:14][c:15]1[c:16]2[c:17]([c:18]([O:25][S:26]([C:27]([F:28])([F:29])[F:30])(=[O:31])=[O:32])[c:19]3[cH:20][cH:21][cH:22][n:23][c:24]13)[CH2:33][N:34]([CH2:37][c:38]1[cH:39][cH:40][c:41]([F:44])[cH:42][cH:43]1)[C:35]2=[O:36].[K+:45].[K+:46].[O-:47][C:48]([O-:49])=[O:50]>>[CH:1]([c:2]1[cH:3][cH:4][cH:5][cH:6][cH:7]1)([c:8]1[cH:9][cH:10][cH:11][cH:12][cH:13]1)[O:14][c:15]1[c:16]2[c:17]([c:18](-[c:58]3[c:53]([O:52][CH3:51])[n:54][cH:55][cH:56][cH:57]3)[c:19]3[cH:20][cH:21][cH:22][n:23][c:24]13)[CH2:33][N:34]([CH2:37][c:38]1[cH:39][cH:40][c:41]([F:44])[cH:42][cH:43]1)[C:35]2=[O:36]. Reactants: Cl.FC1=CC=C(C=C1)S(=O)(=O)C(C1=CC=CC(=N1)NCC(=O)O)(N)CC1=CC=C(C=C1)C=1SC=CN1 ((6-{(4-fluorobenzenesulfonyl)[4-(thiazol-2-yl)benzyl]-aminomethyl}pyridin-2-ylamino)acetic acid hydrochloride), Cl.N1=CC(=CC=C1)S(=O)(=O)C(C1=CC=CC(=N1)NCC(=O)O)NCC1=CC=C(C=C1)C=1SC=CN1 ((6-{(pyridin-3-ylsulfonyl)[4-(thiazol-2-yl)-benzyl]aminomethyl}pyridin-2-ylamino)acetic acid hydrochloride). The product is FC1=CC=C(C=C1)S(=O)(=O)C(C1=CC=CC(=N1)NCC(=O)O)NCC1=CC=C(C=C1)C=1SC=CN1 ((6-{(4-Fluorobenzenesulfonyl)[4-(thiazol-2-yl)benzyl]aminomethyl}pyridin-2-ylamino)acetic acid). The yield is 95.0%. As a reaction SMILES: Cl.[F:2][C:3]1[CH:8]=[CH:7][C:6]([S:9]([C:12](CC2C=CC(C3SC=CN=3)=CC=2)([NH2:24])[C:13]2[N:18]=[C:17]([NH:19][CH2:20][C:21]([OH:23])=[O:22])[CH:16]=[CH:15][CH:14]=2)(=[O:11])=[O:10])=[CH:5][CH:4]=1.Cl.N1C=CC=C(S(C(N[CH2:60][C:61]2[CH:66]=[CH:65][C:64]([C:67]3[S:68][CH:69]=[CH:70][N:71]=3)=[CH:63][CH:62]=2)C2N=C(NCC(O)=O)C=CC=2)(=O)=O)C=1>>[F:2][C:3]1[CH:8]=[CH:7][C:6]([S:9]([CH:12]([NH:24][CH2:60][C:61]2[CH:62]=[CH:63][C:64]([C:67]3[S:68][CH:69]=[CH:70][N:71]=3)=[CH:65][CH:66]=2)[C:13]2[N:18]=[C:17]([NH:19][CH2:20][C:21]([OH:23])=[O:22])[CH:16]=[CH:15][CH:14]=2)(=[O:11])=[O:10])=[CH:5][CH:4]=1 |f:0.1,2.3|. Reported procedure: Reaction and post-treatment were carried out in the same manner as in Example 2-(c) except for using (6-{(4-fluorobenzenesulfonyl)[4-(thiazol-2-yl)benzyl]-aminomethyl}pyridin-2-ylamino)acetic acid hydrochloride (148 mg, 0.248 mmol) obtained in Example 4-(b) in place of (6-{(pyridin-3-ylsulfonyl)[4-(thiazol-2-yl)-benzyl]aminomethyl}pyridin-2-ylamino)acetic acid hydrochloride to afford the title compound (122 mg) as a pale brown solid. (Yield: 95%) The reactants are COC([C@@H](NC(C1=C(C=C(C=C1)CC(CSCC)CCC1CCCCC1)C1=C(C=CC=C1)C)=O)CCSC)=O (N-[4-[2-(2-Cyclohexylethyl)-1-ethylthioprop-3-yl]-2-(2-methylphenyl)benzoyl]methionine methyl ester), O.[OH-].[Li+] (lithium hydroxide monohydrate). Yields the product [Li+].C1(CCCCC1)CCC(CSCC)CC1=CC(=C(C(=O)N[C@@H](CCSC)C(=O)[O-])C=C1)C1=C(C=CC=C1)C (N-[4-(2-(2-Cyclohexylethyl)-1-ethylthioprop-3-yl)-2-(2-methylphenyl)benzoyl]methionine Lithium Salt). As a reaction SMILES: C[O:2][C:3](=[O:39])[C@H:4]([CH2:35][CH2:36][S:37][CH3:38])[NH:5][C:6](=[O:34])[C:7]1[CH:12]=[CH:11][C:10]([CH2:13][CH:14]([CH2:19][CH2:20][CH:21]2[CH2:26][CH2:25][CH2:24][CH2:23][CH2:22]2)[CH2:15][S:16][CH2:17][CH3:18])=[CH:9][C:8]=1[C:27]1[CH:32]=[CH:31][CH:30]=[CH:29][C:28]=1[CH3:33].O.[OH-].[Li+:42]>>[Li+:42].[CH:21]1([CH2:20][CH2:19][CH:14]([CH2:13][C:10]2[CH:11]=[CH:12][C:7]([C:6]([NH:5][C@H:4]([C:3]([O-:39])=[O:2])[CH2:35][CH2:36][S:37][CH3:38])=[O:34])=[C:8]([C:27]3[CH:32]=[CH:31][CH:30]=[CH:29][C:28]=3[CH3:33])[CH:9]=2)[CH2:15][S:16][CH2:17][CH3:18])[CH2:26][CH2:25][CH2:24][CH2:23][CH2:22]1 |f:1.2.3,4.5|. Procedure: The product from Example 1300C (46.5 mg, 0.08 mmol) was allowed to react with lithium hydroxide monohydrate (4 mg, 0.08 mmol) in a manner similar to that described in Example 608E to afford the title compound. 1H NMR (DMSO-d6, 300 MHz) δ 0.75-0.88 (m, 2H), 1.08-1.38 (m, 10H), 1.53-2.01 (m, 14H), 2.15 (m, 1H), 2.39-2.49 (m, 4H), 2.57-2.75 (m, 2H), 3.32 (d, partially buried under water peak 2H), 3.66 (m, 1H), 6.86 (d, J=6 Hz, 1H), 6.95 (m, 1H), 7.12-7.26 (m, 4H), 7.47 (d, J=8 Hz, 1H); MS (APCI(−))...